From a dataset of the Open Reaction Database (ORD), a public repository of structured organic reaction records. describe an organic reaction: reactants, conditions, products, and yield Reactants: CC(C)(C)OC(=O)Nc1cc(N2CCCC2)c(C(F)(F)F)cc1NC(=O)CC(=O)c1ccnc(C#N)c1, ClCCl, O=C(O)C(F)(F)F. The product is N#Cc1cc(C2=Nc3cc(N4CCCC4)c(C(F)(F)F)cc3NC(=O)C2)ccn1. As a reaction SMILES: [C:1]([O:2][C:3](=[O:4])[NH:7][c:8]1[c:9]([NH:23][C:24]([CH2:25][C:26](=[O:5])[c:28]2[cH:29][c:30]([C:34]#[N:35])[n:31][cH:32][cH:33]2)=[O:36])[cH:10][c:11]([C:19]([F:20])([F:21])[F:22])[c:12]([N:14]2[CH2:15][CH2:16][CH2:17][CH2:18]2)[cH:13]1)([CH3:6])([CH3:27])[CH3:37].[Cl:45][CH2:46][Cl:47].[F:38][C:39]([F:40])([F:41])[C:42]([OH:43])=[O:44]>>[N:7]1=[C:26]([c:28]2[cH:29][c:30]([C:34]#[N:35])[n:31][cH:32][cH:33]2)[CH2:25][C:24](=[O:36])[NH:23][c:9]2[c:8]1[cH:13][c:12]([N:14]1[CH2:15][CH2:16][CH2:17][CH2:18]1)[c:11]([C:19]([F:20])([F:21])[F:22])[cH:10]2.